This data is from the Open Reaction Database (ORD), a public repository of structured organic reaction records. The task is: describe an organic reaction: reactants, conditions, products, and yield Reactants: C(CCCCCCC)OC1=C(C=C(C(=O)NN)C=C1)C(F)(F)F (4-(Octyloxy)-3-(trifluoromethyl)benzohydrazide), C(C)#N.O (acetonitrile H2O). Yields the product C1(=CC=CC=C1)CCCCOC1=C(C=C(C(=O)NN)C=C1)C(F)(F)F (4-(4-Phenylbutoxy)-3-(trifluoromethyl)benzohydrazide). Isolated yield 95.0%. As a reaction SMILES: [CH2:1]([O:9][C:10]1[CH:19]=[CH:18][C:13]([C:14]([NH:16][NH2:17])=[O:15])=[CH:12][C:11]=1[C:20]([F:23])([F:22])[F:21])[CH2:2][CH2:3][CH2:4][CH2:5][CH2:6][CH2:7][CH3:8].[C:24](#N)[CH3:25].O>>[C:5]1([CH2:4][CH2:3][CH2:2][CH2:1][O:9][C:10]2[CH:19]=[CH:18][C:13]([C:14]([NH:16][NH2:17])=[O:15])=[CH:12][C:11]=2[C:20]([F:21])([F:22])[F:23])[CH:25]=[CH:24][CH:8]=[CH:7][CH:6]=1 |f:1.2|. Reported procedure: The title compound was prepared analogously to 4-(octyloxy)-3-(trifluoromethyl)-benzo-hydrazide (12a) in >95% yield. MS (ESI): 353.11 (MH+); HPLC retention time on a C8(2) column (30×3.00 mm, 3μ) is 2.30 min with gradient 20-98% acetonitrile-H2O (0.1% TFA) in 3.5 min as mobile phase. The yield is 45.8%. Procedure: The suspension of 2-(6-hydroxy-2-(pyridin-3-yl)quinazolin-4-ylamino)benzamide (synthesized as described in Scheme 24) (0.20 g, 0.56 mmol), 2-chloro-N-methylacetamide (90 mg, 0.80 mmol), cesium carbonate (0.37 g, 112 mmol) and potassium iodide (0.19 g, 1.12 mmol) in DMF (10 mL) was stirred for 4 days at room temperature. Water (20 mL) was added to the mixture. The resultant solid was collected by filtration. The obtained solid was washed with CH2Cl2-THF (1:1) solution and dried to give 0.11 g of ... Yields the product CNC(COC=1C=C2C(=NC(=NC2=CC1)C=1C=NC=CC1)NC1=C(C(=O)N)C=CC=C1)=O (2-(6-(2-(methylamino)-2-oxoethoxy)-2-(pyridin-3-yl)quinazolin-4-ylamino)benzamide). Solvent: CN(C)C=O (DMF), O (Water). Reaction conditions: time 4 day. As a reaction SMILES: [OH:1][C:2]1[CH:3]=[C:4]2[C:9](=[CH:10][CH:11]=1)[N:8]=[C:7]([C:12]1[CH:13]=[N:14][CH:15]=[CH:16][CH:17]=1)[N:6]=[C:5]2[NH:18][C:19]1[CH:27]=[CH:26][CH:25]=[CH:24][C:20]=1[C:21]([NH2:23])=[O:22].Cl[CH2:29][C:30]([NH:32][CH3:33])=[O:31].C(=O)([O-])[O-].[Cs+].[Cs+].[I-].[K+]>CN(C=O)C.O>[CH3:33][NH:32][C:30](=[O:31])[CH2:29][O:1][C:2]1[CH:3]=[C:4]2[C:9](=[CH:10][CH:11]=1)[N:8]=[C:7]([C:12]1[CH:13]=[N:14][CH:15]=[CH:16][CH:17]=1)[N:6]=[C:5]2[NH:18][C:19]1[CH:27]=[CH:26][CH:25]=[CH:24][C:20]=1[C:21]([NH2:23])=[O:22] |f:2.3.4,5.6|. Reactants: OC=1C=C2C(=NC(=NC2=CC1)C=1C=NC=CC1)NC1=C(C(=O)N)C=CC=C1 (2-(6-hydroxy-2-(pyridin-3-yl)quinazolin-4-ylamino)benzamide), ClCC(=O)NC (2-chloro-N-methylacetamide), C([O-])([O-])=O.[Cs+].[Cs+] (cesium carbonate), [I-].[K+] (potassium iodide). The reactants are C1(CC1)C(=O)N1C[C@@H](CC1)CC(=O)NN (2-[(3S)-1-(cyclopropylcarbonyl)-3-pyrrolidinyl]acetohydrazide), BrC1=CC(=C(C=C1)N=C=O)C (4-bromo-1-isocyanato-2-methylbenzene). Solvent: ClCCl (dichloromethane), ClCCl (dichloromethane). Conditions: time 1 hour. Yields the product BrC1=CC(=C(C=C1)NC(=O)NNC(C[C@H]1CN(CC1)C(=O)C1CC1)=O)C (N-(4-Bromo-2-methylphenyl)-2-{[(3S)-1-(cyclopropylcarbonyl)-3-pyrrolidinyl]acetyl}hydrazinecarboxamide). Yield: 96.0%. RXN SMILES: [CH:1]1([C:4]([N:6]2[CH2:10][CH2:9][C@@H:8]([CH2:11][C:12]([NH:14][NH2:15])=[O:13])[CH2:7]2)=[O:5])[CH2:3][CH2:2]1.[Br:16][C:17]1[CH:22]=[CH:21][C:20]([N:23]=[C:24]=[O:25])=[C:19]([CH3:26])[CH:18]=1>ClCCl>[Br:16][C:17]1[CH:22]=[CH:21][C:20]([NH:23][C:24]([NH:15][NH:14][C:12](=[O:13])[CH2:11][C@@H:8]2[CH2:9][CH2:10][N:6]([C:4]([CH:1]3[CH2:3][CH2:2]3)=[O:5])[CH2:7]2)=[O:25])=[C:19]([CH3:26])[CH:18]=1. Procedure: To a solution of 2-[(3S)-1-(cyclopropylcarbonyl)-3-pyrrolidinyl]acetohydrazide (800 mg, 3.79 mmol) in dry dichloromethane (5 mL) was added 4-bromo-1-isocyanato-2-methylbenzene (803 mg, 3.79 mmol). The reaction was allowed to progress for 1 h at room temperature (became a thick suspension that could not be stirred). The reaction mixture was diluted with dichloromethane (10 mL) and the precipitate was collected by filtration. A second crop was obtained by filtration and the two crops were combined...